Dataset: the Open Reaction Database (ORD), a public repository of structured organic reaction records. Task: describe an organic reaction: reactants, conditions, products, and yield Reaction SMILES: [CH3:25][OH:26].[CH3:27][O-:28].[CH3:35][CH2:36][O:37][C:38](=[O:39])[CH3:40].[CH3:41][CH2:42][CH2:43][CH2:44][CH2:45][CH3:46].[F:1][c:2]1[cH:3][c:4]2[c:8]([c:9]([I:11])[cH:10]1)[C:7](=[O:12])[N:6]([CH2:13][c:14]1[cH:15][cH:16][c:17]([O:20][C:21]([F:22])([F:23])[F:24])[cH:18][cH:19]1)[CH2:5]2.[Na+:29].[O:30]=[CH:31][N:32]([CH3:33])[CH3:34]>>[c:2]1([O:30][CH3:31])[cH:3][c:4]2[c:8]([c:9]([I:11])[cH:10]1)[C:7](=[O:12])[N:6]([CH2:13][c:14]1[cH:15][cH:16][c:17]([O:20][C:21]([F:22])([F:23])[F:24])[cH:18][cH:19]1)[CH2:5]2. The product is COc1cc(I)c2c(c1)CN(Cc1ccc(OC(F)(F)F)cc1)C2=O. The reactants are CO, C[O-], CCOC(C)=O, CCCCCC, O=C1c2c(I)cc(F)cc2CN1Cc1ccc(OC(F)(F)F)cc1, [Na+], CN(C)C=O.